Dataset: the Open Reaction Database (ORD), a public repository of structured organic reaction records. Task: describe an organic reaction: reactants, conditions, products, and yield Starting materials: CI, CS(C)=O, O=C(Nc1ccccc1Cl)c1cc2c(s1)-c1cnccc1OCC2, [H-], [Na+], C1CCOC1, O. The product is CN(C(=O)c1cc2c(s1)-c1cnccc1OCC2)c1ccccc1Cl. Reaction SMILES: [CH3:27][I:28].[CH3:35][S:36]([CH3:37])=[O:38].[Cl:3][c:4]1[c:5]([NH:10][C:11](=[O:12])[c:13]2[cH:14][c:15]3[c:16]([s:26]2)-[c:17]2[c:18]([cH:22][cH:23][n:24][cH:25]2)[O:19][CH2:20][CH2:21]3)[cH:6][cH:7][cH:8][cH:9]1.[H-:1].[Na+:2].[O:30]1[CH2:31][CH2:32][CH2:33][CH2:34]1.[OH2:29]>>[Cl:3][c:4]1[c:5]([N:10]([C:11](=[O:12])[c:13]2[cH:14][c:15]3[c:16]([s:26]2)-[c:17]2[c:18]([cH:22][cH:23][n:24][cH:25]2)[O:19][CH2:20][CH2:21]3)[CH3:27])[cH:6][cH:7][cH:8][cH:9]1. Reactants: C(#N)CC(=O)OCC (ethyl cyanoacetate), C(#N)CC(=O)OCC=C (allyl cyanoacetate). Product: C(#N)C(C(=O)OCC=C)=CC=C (Allyl 2-cyanopenta-2,4-dienoate). As a reaction SMILES: [C:1]([CH2:3][C:4](OCC)=O)#N.[C:9]([CH2:11][C:12]([O:14][CH2:15][CH:16]=[CH2:17])=[O:13])#[N:10]>>[C:9]([C:11](=[CH:4][CH:3]=[CH2:1])[C:12]([O:14][CH2:15][CH:16]=[CH2:17])=[O:13])#[N:10]. Reported procedure: Allyl 2-cyanopenta-2,4-dienoate was prepared by the method described in Example 1 by replacing ethyl cyanoacetate by an equivalent quantity of allyl cyanoacetate. The yield of product from this reaction was 80%. The structure of the product was confirmed by an infra-red spectrum. Starting materials: C(=O)([O-])[O-].[Na+].[Na+] (Na2CO3), C(C)OC(=O)C1=NC(=CC=C1)Br (6-bromo-pyridine-2-carboxylic acid ethyl ester), OC(C[C@@]1(CCN(C(O1)=O)[C@@H](C)C1=CC=C(C=C1)B1OC(C(O1)(C)C)(C)C)C1=CC=CC=C1)(C)C ((S)-6-(2-hydroxy-2-methylpropyl)-6-phenyl-3-[(S)-1-(4-(4,4,5,5-tetramethyl-1,3,2-dioxaborolan-2-yl)phenyl)ethyl]-1,3-oxazinan-2-one). Solvent: CN(C=O)C (N,N-dimethyl-formamide). Reaction conditions: temperature 100 celsius, time 8 hour. Product: C(C)OC(=O)C1=NC(=CC=C1)C1=CC=C(C=C1)[C@H](C)N1C(O[C@](CC1)(C1=CC=CC=C1)CC(C)(C)O)=O (6-(4-{(S)-1-[(S)-6-(2-Hydroxy-2-methyl-propyl)-2-oxo-6-phenyl-[1,3]oxazinan-3-yl]-ethyl}-phenyl)-pyridine-2-carboxylic acid ethyl ester). Reaction SMILES: C([O-])([O-])=O.[Na+].[Na+].[CH2:7]([O:9][C:10]([C:12]1[CH:17]=[CH:16][CH:15]=[C:14](Br)[N:13]=1)=[O:11])[CH3:8].[OH:19][C:20]([CH3:53])([CH3:52])[CH2:21][C@@:22]1([C:46]2[CH:51]=[CH:50][CH:49]=[CH:48][CH:47]=2)[O:27][C:26](=[O:28])[N:25]([C@H:29]([C:31]2[CH:36]=[CH:35][C:34](B3OC(C)(C)C(C)(C)O3)=[CH:33][CH:32]=2)[CH3:30])[CH2:24][CH2:23]1>CN(C)C=O>[CH2:7]([O:9][C:10]([C:12]1[CH:17]=[CH:16][CH:15]=[C:14]([C:34]2[CH:33]=[CH:32][C:31]([C@@H:29]([N:25]3[CH2:24][CH2:23][C@:22]([CH2:21][C:20]([OH:19])([CH3:52])[CH3:53])([C:46]4[CH:51]=[CH:50][CH:49]=[CH:48][CH:47]=4)[O:27][C:26]3=[O:28])[CH3:30])=[CH:36][CH:35]=2)[N:13]=1)=[O:11])[CH3:8] |f:0.1.2|. Reported procedure: 2 M aqueous Na2CO3 solution (1.46 mL) was added to a mixture of 6-bromo-pyridine-2-carboxylic acid ethyl ester (0.50 g) and (S)-6-(2-hydroxy-2-methylpropyl)-6-phenyl-3-[(S)-1-(4-(4,4,5,5-tetramethyl-1,3,2-dioxaborolan-2-yl)phenyl)ethyl]-1,3-oxazinan-2-one (0.70 g) in N,N-dimethyl-formamide (8 mL). The resulting mixture was sparged with argon for 10 min, before [1,1′-bis(diphenyl-phosphino)-ferrocene]dichloro-palladium(II) dichloromethane complex (72 mg) was added. The mixture was heated to 100° ...